Dataset: the Open Reaction Database (ORD), a public repository of structured organic reaction records. Task: describe an organic reaction: reactants, conditions, products, and yield Reactants: C(C1=CC=CC=C1)OCCOC1=CC=C(C=C1)CCBr (1-[2-(benzyloxy)ethoxy]-4-(2-bromoethyl)benzene). Reagents/catalysts: [Pd] (Pd/C). Solvent: CCOC(=O)C (EtOAc), CCO (EtOH). Conditions: time 8 hour. The product is BrCCC1=CC=C(OCCO)C=C1 (2-[4-(2-Bromoethyl)phenoxy]ethanol). Reaction SMILES: C([O:8][CH2:9][CH2:10][O:11][C:12]1[CH:17]=[CH:16][C:15]([CH2:18][CH2:19][Br:20])=[CH:14][CH:13]=1)C1C=CC=CC=1>CCOC(C)=O.CCO.[Pd]>[Br:20][CH2:19][CH2:18][C:15]1[CH:16]=[CH:17][C:12]([O:11][CH2:10][CH2:9][OH:8])=[CH:13][CH:14]=1. Procedure details: 1-[2-(benzyloxy)ethoxy]-4-(2-bromoethyl)benzene in EtOAc (150 mL) and EtOH (50 mL) was hydrogenated over 10% Pd/C (530 mg) at room temperature and atmospheric pressure for 8 h. The catalyst was removed by filtration over Celite, washed with EtOAc and concentrated in vacuo to give the title compound (3.6 g). LCMS RT=2.82 min. Starting materials: Fc1cccc(-c2cnc(Cl)nn2)c1, NN, O, c1ccncc1. Product: NNc1ncc(-c2cccc(F)c2)nn1. RXN SMILES: [Cl:1][c:2]1[n:3][n:4][c:5](-[c:8]2[cH:9][c:10]([F:14])[cH:11][cH:12][cH:13]2)[cH:6][n:7]1.[NH2:16][NH2:17].[OH2:15].[cH:18]1[cH:19][cH:20][n:21][cH:22][cH:23]1>>[c:2]1([NH:16][NH2:17])[n:3][n:4][c:5](-[c:8]2[cH:9][c:10]([F:14])[cH:11][cH:12][cH:13]2)[cH:6][n:7]1.